Dataset: the Open Reaction Database (ORD), a public repository of structured organic reaction records. Task: describe an organic reaction: reactants, conditions, products, and yield The reactants are CCO, COC(=O)c1ccc(NC(c2sc3ccccc3c2C)C2CCCCC2)cn1, [Na+], C1CCOC1, [OH-]. The product is Cc1c(C(Nc2ccc(C(=O)O)nc2)C2CCCCC2)sc2ccccc12. RXN SMILES: [CH3:29][CH2:30][OH:31].[CH:1]1([CH:7]([c:8]2[s:9][c:10]3[c:11]([c:12]2[CH3:13])[cH:14][cH:15][cH:16][cH:17]3)[NH:18][c:19]2[cH:20][cH:21][c:22]([C:25](=[O:26])[O:27][CH3:28])[n:23][cH:24]2)[CH2:2][CH2:3][CH2:4][CH2:5][CH2:6]1.[Na+:33].[O:34]1[CH2:35][CH2:36][CH2:37][CH2:38]1.[OH-:32]>>[CH:1]1([CH:7]([c:8]2[s:9][c:10]3[c:11]([c:12]2[CH3:13])[cH:14][cH:15][cH:16][cH:17]3)[NH:18][c:19]2[cH:20][cH:21][c:22]([C:25](=[O:26])[OH:27])[n:23][cH:24]2)[CH2:2][CH2:3][CH2:4][CH2:5][CH2:6]1. The reactants are C(C)(=O)[O-].[Na+] (sodium acetate), ClC1=NC2=CC=C(C=C2C(=N1)Cl)Cl (2,4,6-trichloroquinazoline), NCC1=CC=C(C=C1)C=1C(=CC=CC1)C(=O)O (4'-aminomethyl (1,1'-biphenyl)-2-carboxylic acid). The solvent is C1CCOC1 (THF). Yields the product ClC1=NC2=CC=C(C=C2C(=N1)NCC1=CC=C(C=C1)C=1C(=CC=CC1)C(=O)O)Cl (4'-[[(2,6-dichloro-4-quinazolinyl)amino]methyl][1,1'-biphenyl]-2-carboxylic acid). As a reaction SMILES: C([O-])(=O)C.[Na+].[Cl:6][C:7]1[N:16]=[C:15](Cl)[C:14]2[C:9](=[CH:10][CH:11]=[C:12]([Cl:18])[CH:13]=2)[N:8]=1.[NH2:19][CH2:20][C:21]1[CH:26]=[CH:25][C:24]([C:27]2[C:28]([C:33]([OH:35])=[O:34])=[CH:29][CH:30]=[CH:31][CH:32]=2)=[CH:23][CH:22]=1>C1COCC1>[Cl:6][C:7]1[N:16]=[C:15]([NH:19][CH2:20][C:21]2[CH:26]=[CH:25][C:24]([C:27]3[C:28]([C:33]([OH:35])=[O:34])=[CH:29][CH:30]=[CH:31][CH:32]=3)=[CH:23][CH:22]=2)[C:14]2[C:9](=[CH:10][CH:11]=[C:12]([Cl:18])[CH:13]=2)[N:8]=1 |f:0.1|. Procedure details: A mixture of sodium acetate (0.56 g), 2,4,6-trichloroquinazoline (0.40 g) and 4'-aminomethyl (1,1'-biphenyl)-2-carboxylic acid (0.43 g) was stirred at room temperature in 10 mL of THF for 5 days. All solvents were removed by evaporation and the resulting residue was partitioned between ethyl acetate and brine. The ethyl acetate fraction was dried over anhydrous magnesium sulfate, filtered and evaporated. The crude material was purified using silica gel chromatography to yield 0.15 g (21%) of an ... The reactants are C1(CCCC1)C=1C=C(C(=N)NO)C=C(N1)OC (2-cyclopentyl-N-hydroxy-6-methoxy-isonicotinamidine), C(C1=CC=CC=C1)OC1=C(C=C(C(=O)O)C=C1C)CC (4-benzyloxy-3-ethyl-5-methyl-benzoic acid), CCN(C(C)C)C(C)C (DIPEA), CN(C)C(=[N+](C)C)ON1C2=C(C=CC=C2)N=N1.[B-](F)(F)(F)F (TBTU). The solvent is C(Cl)Cl (DCM), CC(OCC)=O (EA), O (water). Reaction conditions: time 1 hour. Yields the product C(C1=CC=CC=C1)OC1=C(C=C(C=C1C)C1=NC(=NO1)C1=CC(=NC(=C1)OC)C1CCCC1)CC (4-[5-(4-benzyloxy-3-ethyl-5-methyl-phenyl)-[1,2,4]oxadiazol-3-yl]-2-cyclopentyl-6-methoxy-pyridine). The yield is 59.9%. RXN SMILES: [CH:1]1([C:6]2[CH:7]=[C:8]([CH:13]=[C:14]([O:16][CH3:17])[N:15]=2)[C:9]([NH:11][OH:12])=[NH:10])[CH2:5][CH2:4][CH2:3][CH2:2]1.[CH2:18]([O:25][C:26]1[C:34]([CH3:35])=[CH:33][C:29]([C:30](O)=O)=[CH:28][C:27]=1[CH2:36][CH3:37])[C:19]1[CH:24]=[CH:23][CH:22]=[CH:21][CH:20]=1.CCN(C(C)C)C(C)C.CN(C(ON1N=NC2C=CC=CC1=2)=[N+](C)C)C.[B-](F)(F)(F)F>C(Cl)Cl.CC(=O)OCC.O>[CH2:18]([O:25][C:26]1[C:34]([CH3:35])=[CH:33][C:29]([C:30]2[O:12][N:11]=[C:9]([C:8]3[CH:13]=[C:14]([O:16][CH3:17])[N:15]=[C:6]([CH:1]4[CH2:2][CH2:3][CH2:4][CH2:5]4)[CH:7]=3)[N:10]=2)=[CH:28][C:27]=1[CH2:36][CH3:37])[C:19]1[CH:24]=[CH:23][CH:22]=[CH:21][CH:20]=1 |f:3.4|. Procedure: To a solution of 2-cyclopentyl-N-hydroxy-6-methoxy-isonicotinamidine (870 mg, 3.70 mmol), 4-benzyloxy-3-ethyl-5-methyl-benzoic acid (1.00 g, 3.70 mmol) and DIPEA (1.44 g, 11.1 mmol) in DCM (30 mL), TBTU (1.43 g, 4.44 mmol) is added. The mixture is stirred at rt for 1 h before diluted with EA (150 mL) and water (50 mL). The org. phase is separated, washed with sat. aq. NaHCO3 solution (50 mL) followed by brine (50 mL), dried over MgSO4, filtered and concentrated. The remaining pale brown oil is d...